This data is from the Open Reaction Database (ORD), a public repository of structured organic reaction records. The task is: describe an organic reaction: reactants, conditions, products, and yield Reactants: O=C(Br)CBr, ClCCl, C=CCNCC=C. Yields the product C=CCN(CC=C)C(=O)CBr. RXN SMILES: [Br:8][CH2:9][C:10](=[O:11])[Br:12].[CH2:13]([Cl:14])[Cl:15].[CH2:1]([CH:2]=[CH2:3])[NH:4][CH2:5][CH:6]=[CH2:7]>>[CH2:1]([CH:2]=[CH2:3])[N:4]([CH2:5][CH:6]=[CH2:7])[C:10]([CH2:9][Br:8])=[O:11]. Reactants: OC=1C=C(C=O)C=CC1I (3-hydroxy-4-iodobenzaldehyde), C(C1=CC=CC=C1)Br (benzyl bromide), C([O-])([O-])=O.[K+].[K+] (potassium carbonate). Run in CC(=O)C (acetone). The product is C(C1=CC=CC=C1)OC=1C=C(C=O)C=CC1I (3-benzyloxy-4-iodo-benzaldehyde). Isolated yield 93.1%. Reaction SMILES: [OH:1][C:2]1[CH:3]=[C:4]([CH:7]=[CH:8][C:9]=1[I:10])[CH:5]=[O:6].[CH2:11](Br)[C:12]1[CH:17]=[CH:16][CH:15]=[CH:14][CH:13]=1.C(=O)([O-])[O-].[K+].[K+]>CC(C)=O>[CH2:11]([O:1][C:2]1[CH:3]=[C:4]([CH:7]=[CH:8][C:9]=1[I:10])[CH:5]=[O:6])[C:12]1[CH:17]=[CH:16][CH:15]=[CH:14][CH:13]=1 |f:2.3.4|. Procedure details: To a stirred solution of 3-hydroxy-4-iodobenzaldehyde (4.0 g, 16.2 mmol) in acetone (50 ml) was added benzyl bromide (2.76 g, 16.2 mmol) and potassium carbonate (2.23 g, 16.2 mmol). The reaction mixture was heated under reflux for 16 h. The solvent was evaporated and the residue was dissolved in ethyl acetate, washed with water and dried over anhydrous magnesium sulfate. The solvent was evaporated to give 3-benzyloxy-4-iodo-benzaldehyde (5.1 g) as orange oil. A mixture of 3-benzyloxy-4-iodobenza... Reactants: COc1cc(O)ccc1C(CO)NC(=O)OC(C)(C)C, CCC(CC)CBr, [K+], [K+], O=C([O-])[O-], CN(C)C=O. Product: CCC(CC)COc1ccc(C(CO)NC(=O)OC(C)(C)C)c(OC)c1. As a reaction SMILES: [C:1]([CH3:2])([CH3:3])([CH3:4])[O:5][C:6]([NH:7][CH:8]([CH2:9][OH:10])[c:11]1[c:12]([O:18][CH3:19])[cH:13][c:14]([OH:17])[cH:15][cH:16]1)=[O:20].[CH2:21]([CH3:22])[CH:23]([CH2:24][Br:25])[CH2:26][CH3:27].[K+:28].[K+:29].[O-:30][C:31]([O-:32])=[O:33].[O:34]=[CH:35][N:36]([CH3:37])[CH3:38]>>[C:1]([CH3:2])([CH3:3])([CH3:4])[O:5][C:6]([NH:7][CH:8]([CH2:9][OH:10])[c:11]1[c:12]([O:18][CH3:19])[cH:13][c:14]([O:17][CH2:24][CH:23]([CH2:21][CH3:22])[CH2:26][CH3:27])[cH:15][cH:16]1)=[O:20]. Starting materials: CC1=C(N=C(C=2N1N=C(N2)\C=C\C2=NC(=NN2C)N2CCCC2)C)C ((E)-5,6,8-Trimethyl-2-(2-(1-methyl-3-(pyrrolidin-1-yl)-1H-1,2,4-triazol-5-yl)vinyl)-[1,2,4]triazolo[1,5-a]pyrazine). Reagents/catalysts: [Pd] (Pd/C). Solvent: C(C)(=O)O (acetic acid). Product: CC1=C(N=C(C=2N1N=C(N2)CCC2=NC(=NN2C)N2CCCC2)C)C (5,6,8-Trimethyl-2-(2-(1-methyl-3-(pyrrolidin-1-yl)-1H-1,2,4-triazol-5-yl)ethyl)-[1,2,4]triazolo[1,5-a]pyrazine). The yield is 55.2%. As a reaction SMILES: [CH3:1][C:2]1[N:7]2[N:8]=[C:9](/[CH:11]=[CH:12]/[C:13]3[N:17]([CH3:18])[N:16]=[C:15]([N:19]4[CH2:23][CH2:22][CH2:21][CH2:20]4)[N:14]=3)[N:10]=[C:6]2[C:5]([CH3:24])=[N:4][C:3]=1[CH3:25]>C(O)(=O)C.[Pd]>[CH3:1][C:2]1[N:7]2[N:8]=[C:9]([CH2:11][CH2:12][C:13]3[N:17]([CH3:18])[N:16]=[C:15]([N:19]4[CH2:23][CH2:22][CH2:21][CH2:20]4)[N:14]=3)[N:10]=[C:6]2[C:5]([CH3:24])=[N:4][C:3]=1[CH3:25]. Procedure: (E)-5,6,8-Trimethyl-2-(2-(1-methyl-3-(pyrrolidin-1-yl)-1H-1,2,4-triazol-5-yl)vinyl)-[1,2,4]triazolo[1,5-a]pyrazine (45 mg, 99.4%) and Pd/C (5 mg) were stirred in acetic acid (0.7 ml) under hydrogen for 1 h. The mixture was filtered and concentrated to give the product (25 mg) as a light brown solid. MS: m/z=341.2 (M+H+) The reactants are CC1=C(C(=NO1)C1=NC=CC=C1)CO ((5-methyl-3-pyridin-2-yl-isoxazol-4-yl)-methanol), COC(=O)C1=CC(=NS1)O (3-hydroxy-isothiazole-5-carboxylic acid methyl ester), C1(=CC=CC=C1)P(C1=CC=CC=C1)C1=CC=CC=C1 (triphenylphosphine), N(=NC(=O)OCC)C(=O)OCC (diethyl azodicarboxylate). Procedure: To a solution of (5-methyl-3-pyridin-2-yl-isoxazol-4-yl)-methanol (360 mg, 1.9 mmol) in THF (10 mL) was added 3-hydroxy-isothiazole-5-carboxylic acid methyl ester (300 mg, 1.9 mmol) and triphenylphosphine (594 mg, 1.9 mmol) at 0° C. under an argon atmosphere. Then diethyl azodicarboxylate (˜40% in toluene, 0.95 mL, 1.9 mmol) was added and the reaction mixture was stirred overnight at room temperature. Concentration and purification by chromatography (silica, heptane:ethyl acetate=4:1 to 1:4) aff... The product is COC(=O)C1=CC(=NS1)OCC=1C(=NOC1C)C1=NC=CC=C1 (3-(5-Methyl-3-pyridin-2-yl-isoxazol-4-ylmethoxy)-isothiazole-5-carboxylic acid methyl ester). As a reaction SMILES: [CH3:1][C:2]1[O:6][N:5]=[C:4]([C:7]2[CH:12]=[CH:11][CH:10]=[CH:9][N:8]=2)[C:3]=1[CH2:13][OH:14].[CH3:15][O:16][C:17]([C:19]1[S:23][N:22]=[C:21](O)[CH:20]=1)=[O:18].C1(P(C2C=CC=CC=2)C2C=CC=CC=2)C=CC=CC=1.N(C(OCC)=O)=NC(OCC)=O>C1COCC1>[CH3:15][O:16][C:17]([C:19]1[S:23][N:22]=[C:21]([O:14][CH2:13][C:3]2[C:4]([C:7]3[CH:12]=[CH:11][CH:10]=[CH:9][N:8]=3)=[N:5][O:6][C:2]=2[CH3:1])[CH:20]=1)=[O:18]. Conditions: time 8 hour. Yield: 55.6%. Solvent: C1CCOC1 (THF). Starting materials: CC(C)(C)OC(=O)N1CCNCC1, CCOC(C)=O, CCN(C(C)C)C(C)C, CC(C)c1nc(CCl)cs1, ClCCl. Product: CC(C)c1nc(CN2CCN(C(=O)OC(C)(C)C)CC2)cs1. As a reaction SMILES: [C:20](=[O:21])([O:22][C:23]([CH3:24])([CH3:25])[CH3:26])[N:27]1[CH2:28][CH2:29][NH:30][CH2:31][CH2:32]1.[CH3:36][CH2:37][O:38][C:39]([CH3:40])=[O:41].[CH:11]([N:12]([CH2:13][CH3:14])[CH:15]([CH3:16])[CH3:17])([CH3:18])[CH3:19].[Cl:1][CH2:2][c:3]1[n:4][c:5]([CH:8]([CH3:9])[CH3:10])[s:6][cH:7]1.[Cl:33][CH2:34][Cl:35]>>[CH2:2]([c:3]1[n:4][c:5]([CH:8]([CH3:9])[CH3:10])[s:6][cH:7]1)[N:30]1[CH2:29][CH2:28][N:27]([C:20](=[O:21])[O:22][C:23]([CH3:24])([CH3:25])[CH3:26])[CH2:32][CH2:31]1.